Dataset: the Open Reaction Database (ORD), a public repository of structured organic reaction records. Task: describe an organic reaction: reactants, conditions, products, and yield The reactants are ON=C(C(=O)OCC)C(C1=CC=C(C=C1)C(F)(F)F)=O (Ethyl 2-hydroxyimino-3-oxo-3-(4-trifluoromethylphenyl)-propionate), [N+](=O)([O-])C1=CC=C(CN)C=C1 (4-nitrobenzylamine). The product is [N+](=O)([O-])C1=CC=C(C=C1)C=1NC(=C(N1)C(=O)OCC)C1=CC=C(C=C1)C(F)(F)F (ethyl 2-(4-nitrophenyl)-5-(4-trifluoromethylphenyl)-imidazole-4-carboxylate). Yield: 30.7%. As a reaction SMILES: O[N:2]=[C:3]([C:9](=O)[C:10]1[CH:15]=[CH:14][C:13]([C:16]([F:19])([F:18])[F:17])=[CH:12][CH:11]=1)[C:4]([O:6][CH2:7][CH3:8])=[O:5].[N+:21]([C:24]1[CH:31]=[CH:30][C:27]([CH2:28][NH2:29])=[CH:26][CH:25]=1)([O-:23])=[O:22]>>[N+:21]([C:24]1[CH:25]=[CH:26][C:27]([C:28]2[NH:29][C:9]([C:10]3[CH:15]=[CH:14][C:13]([C:16]([F:19])([F:18])[F:17])=[CH:12][CH:11]=3)=[C:3]([C:4]([O:6][CH2:7][CH3:8])=[O:5])[N:2]=2)=[CH:30][CH:31]=1)([O-:23])=[O:22]. Procedure: Ethyl 2-hydroxyimino-3-oxo-3-(4-trifluoromethylphenyl)-propionate (24.6 g) and 4-nitrobenzylamine (14.0 g) were reacted and treated in the same manner as in Starting Material Synthetic Example 1 to give ethyl 2-(4-nitrophenyl)-5-(4-trifluoromethylphenyl)-imidazole-4-carboxylate (10.6 g). 9.0 g therefrom was dissolved in ethyl alcohol. 1 M Sodium hydroxide solution was added and the mixture was reacted and treated in the same manner as in Starting Material Synthetic Example 2 to give 2-(4-nitroph...